Dataset: the Open Reaction Database (ORD), a public repository of structured organic reaction records. Task: describe an organic reaction: reactants, conditions, products, and yield Starting materials: C=CCNC(=O)OC(C)(C)C, Cc1ccccc1, C[SiH](C)CCl. Yields the product CC(C)(C)OC(=O)NCCC[Si](C)(C)CCl. Reaction SMILES: [CH2:1]([CH:2]=[CH2:3])[NH:4][C:5]([O:6][C:7]([CH3:8])([CH3:9])[CH3:10])=[O:11].[CH3:17][c:18]1[cH:19][cH:20][cH:21][cH:22][cH:23]1.[Cl:12][CH2:13][SiH:14]([CH3:15])[CH3:16]>>[CH2:1]([CH2:2][CH2:3][Si:14]([CH2:13][Cl:12])([CH3:15])[CH3:16])[NH:4][C:5]([O:6][C:7]([CH3:8])([CH3:9])[CH3:10])=[O:11]. The product is C(C1=CC=CC=C1)OC[C@H](CCC=C)O ((2S)-1-(benzyloxy)hex-5-en-2-ol). Conditions: temperature 0 celsius, time 10 minute. Reagents/catalysts: [Cu](Br)Br (copper bromide). Solvent: C1CCOC1 (THF). RXN SMILES: [CH2:1]([O:8][CH2:9][C@@H:10]1[CH2:12][O:11]1)[C:2]1[CH:7]=[CH:6][CH:5]=[CH:4][CH:3]=1.[CH2:13]([Mg]Br)[CH:14]=[CH2:15]>C1COCC1.[Cu](Br)Br>[CH2:1]([O:8][CH2:9][C@@H:10]([OH:11])[CH2:12][CH2:15][CH:14]=[CH2:13])[C:2]1[CH:7]=[CH:6][CH:5]=[CH:4][CH:3]=1. Starting materials: C(C1=CC=CC=C1)OC[C@H]1OC1 ((2S)-2-[(benzyloxy)methyl]oxirane), C(C=C)[Mg]Br (allylmagnesium bromide). Procedure: To a solution of (2S)-2-[(benzyloxy)methyl]oxirane (50 g, 305 mmol) in THF (1500 mL) at 0° C. was added copper bromide (4.37 g, 30.5 mmol). The resulting solution was stirred at 0° C. for 10 minutes and allylmagnesium bromide (1M in THF, 335 mL, 335 mmol) was added. The reaction was stirred for 2 hours at 0° C. and then quenched at 0° C. with saturated aqueous NH4Cl and diluted with DCM. The mixture was stirred at ambient temperature for 20 minutes and filtered to remove insoluble material. The ...